Dataset: the Open Reaction Database (ORD), a public repository of structured organic reaction records. Task: describe an organic reaction: reactants, conditions, products, and yield Starting materials: BrC1=C(N=CN1)CCCCN (5-bromo-4(4-aminobutyl)imidazole), [N+](=O)([O-])C=C(SC)SC (1-nitro-2,2-bis-methylthioethylene). Run in C(C)(C)O (isopropanol). Yields the product [N+](=O)([O-])C=C(NCCCCC=1N=CNC1)SC (1-nitro-2-methylthio-2-[4-(4-imidazolyl)butylamino]ethylene). As a reaction SMILES: Br[C:2]1[NH:6][CH:5]=[N:4][C:3]=1[CH2:7][CH2:8][CH2:9][CH2:10][NH2:11].[N+:12]([CH:15]=[C:16](SC)[S:17][CH3:18])([O-:14])=[O:13]>C(O)(C)C>[N+:12]([CH:15]=[C:16]([S:17][CH3:18])[NH:11][CH2:10][CH2:9][CH2:8][CH2:7][C:3]1[N:4]=[CH:5][NH:6][CH:2]=1)([O-:14])=[O:13]. Procedure details: Reaction of 5-bromo-4(4-aminobutyl)imidazole with 1-nitro-2,2-bis-methylthioethylene in the procedure of Example 8(i) yields 1-nitro-2-methylthio-2-[4-(4-imidazolyl)butylamino]ethylene, m.p. 157°-158°, (from isopropanol). Solvent: C(C)(C)O (isopropanol). Conditions: temperature 51 celsius, time 20 hour. Product: Cl.C12N(CC(NC1)C2)C(CO)=O (1-(2,5-Diaza-bicyclo[2.2.1]hept-2-yl)-2-hydroxy-ethanone hydrochloride). Reaction SMILES: C(OC([N:8]1[CH2:13][CH:12]2[CH2:14][CH:9]1[CH2:10][N:11]2[C:15](=[O:21])[CH2:16][O:17]C(=O)C)=O)(C)(C)C.[ClH:22]>C(O)(C)C>[ClH:22].[CH:12]12[CH2:14][CH:9]([NH:8][CH2:13]1)[CH2:10][N:11]2[C:15](=[O:21])[CH2:16][OH:17] |f:3.4|. Procedure: To a slurry of 5-(2-acetoxy-acetyl)-2,5-diaza-bicyclo[2.2.1]heptane-2-carboxylic acid tert-butyl ester (1.2 g, 4 mmol) in isopropanol (16 mL) was quickly added 5 M HCl in isopropanyl (3.2 mL, 16 mmol). The mixture was warmed to 51° C. and stirred for 20 h. It was then concentrated to provide the title compound in 97 wt % purity (767 mg, 96%). MS (ESI): mass calcd. for C7H12N2O2, 156.1; m/z found, 157.1 [M+H]+. 1H NMR (600 MHz, DMSO-d6): 9.9-9.2 (m, 2H), 4.73-4.71 (m, 1H), 4.42-4.37 (m, 1H), 4.1-... Reactants: C(C)(C)(C)OC(=O)N1C2CN(C(C1)C2)C(COC(C)=O)=O (5-(2-acetoxy-acetyl)-2,5-diaza-bicyclo[2.2.1]heptane-2-carboxylic acid tert-butyl ester), Cl (HCl). Starting materials: [H][H] (hydrogen), [N+](=O)([O-])C1=CC=C(C=NO)C=C1 (4-nitrobenzaldoxime), O1CCCC1 (tetrahydrofuran), FeCl2. Reagents/catalysts: catalyst. Run in O (H2O). The product is NC1=CC=C(C=NO)C=C1 (4-aminobenzaldoxime). As a reaction SMILES: [N+:1]([C:4]1[CH:12]=[CH:11][C:7]([CH:8]=[N:9][OH:10])=[CH:6][CH:5]=1)([O-])=O.O1CCCC1.[H][H]>O>[NH2:1][C:4]1[CH:12]=[CH:11][C:7]([CH:8]=[N:9][OH:10])=[CH:6][CH:5]=1. Reported procedure: 8.3 g of 4-nitrobenzaldoxime together with 100 ml of tetrahydrofuran are initially introduced into a stirred autoclave. 50 mg of FeCl2.4 H2O and 0.2 g of the catalyst from Example A1 are added to the solution. Hydrogenation is carried out at 120° C. and a hydrogen pressure of 20×105 pascals. When hydrogenation is complete, the mixture is cooled to room temperature, the reactor is rendered inert with nitrogen and the catalyst is filtered off. The solvent is distilled off to give, after chromatogr...